Dataset: the Open Reaction Database (ORD), a public repository of structured organic reaction records. Task: describe an organic reaction: reactants, conditions, products, and yield Starting materials: C(C)(C)C1=NNC2=CC(=CC=C12)OCCN (2-(3-isopropylindazol-6-yloxy)ethanamine), C(C)(C)C1=NNC2=CC(=CC=C12)OCCN.CC(C)O (2-(3-isopropylindazol-6-yloxy)ethanamine 2-propanol), ClC1=C(C=C(C=C1)[C@H]1OC1)NS(=O)(=O)C ((R)-N-(2-chloro-5-(oxiran-2-yl)phenyl)methanesulfonamide). Procedure: 2-Propanol (1.5 mL) was added to (R)-N-(2-chloro-5-(oxiran-2-yl)phenyl)methanesulfonamide (28.6 mg) that can be produced by the method described in Reference Example 69 or the like, and a 2-(3-isopropylindazol-6-yloxy)ethanamine-2-propanol solution [37.5 μL; solution prepared by dissolving 2-(3-isopropylindazol-6-yloxy)ethanamine (306.4 mg) that can be produced by the method described in Reference Example 68 or the like, in 2-propanol (347.5 μL)]. The mixture was stirred overnight at reflux. The... Product: ClC1=C(C=C(C=C1)[C@H](CNCCOC1=CC=C2C(=NNC2=C1)C(C)C)O)NS(=O)(=O)C ((R)-N-(2-chloro-5-(1-hydroxy-2-(2-(3-isopropylindazol -6-yloxy)ethylamino)ethyl)phenyl)methanesulfonamide), Cl (hydrochloride). Solvent: CC(C)O (2-propanol), CC(C)O (2-Propanol). RXN SMILES: [Cl:1][C:2]1[CH:7]=[CH:6][C:5]([C@@H:8]2[CH2:10][O:9]2)=[CH:4][C:3]=1[NH:11][S:12]([CH3:15])(=[O:14])=[O:13].[CH:16]([C:19]1[C:27]2[C:22](=[CH:23][C:24]([O:28][CH2:29][CH2:30][NH2:31])=[CH:25][CH:26]=2)[NH:21][N:20]=1)([CH3:18])[CH3:17].CC(O)C.C(C1C2C(=CC(OCCN)=CC=2)NN=1)(C)C>CC(O)C>[Cl:1][C:2]1[CH:7]=[CH:6][C:5]([C@@H:8]([OH:9])[CH2:10][NH:31][CH2:30][CH2:29][O:28][C:24]2[CH:23]=[C:22]3[C:27]([C:19]([CH:16]([CH3:18])[CH3:17])=[N:20][NH:21]3)=[CH:26][CH:25]=2)=[CH:4][C:3]=1[NH:11][S:12]([CH3:15])(=[O:14])=[O:13].[ClH:1] |f:1.2|. Run at time 8 hour. Starting materials: FC=1C=C(CNC(C=2C=C(C=CC2)N)C2=CC=C(C=C2)OC)C=CC1 (3-[(3-fluorobenzyl amino)-(4-methoxyphenyl)methyl]phenylamine), COC=1C(C(C1OC)=O)=O (3,4-dimethoxy-3-cyclobutene-1,2-dione). The yield is 90.3%. Reported procedure: In a similar manner to that described in Example (1c), 3-[(3-fluorobenzyl amino)-(4-methoxyphenyl)methyl]phenylamine (409 mg) [prepared as described in step (b) above] and 3,4-dimethoxy-3-cyclobutene-1,2-dione (173 mg) were reacted, to afford the title compound (490 mg) as a pale yellow oil. Reaction SMILES: [F:1][C:2]1[CH:3]=[C:4]([CH:23]=[CH:24][CH:25]=1)[CH2:5][NH:6][CH:7]([C:15]1[CH:20]=[CH:19][C:18]([O:21][CH3:22])=[CH:17][CH:16]=1)[C:8]1[CH:9]=[C:10]([NH2:14])[CH:11]=[CH:12][CH:13]=1.[CH3:26][O:27][C:28]1[C:29](=O)[C:30](=[O:34])[C:31]=1[O:32]C>>[F:1][C:2]1[CH:3]=[C:4]([CH:23]=[CH:24][CH:25]=1)[CH2:5][NH:6][CH:7]([C:15]1[CH:20]=[CH:19][C:18]([O:21][CH3:22])=[CH:17][CH:16]=1)[C:8]1[CH:9]=[C:10]([NH:14][C:29]2[C:30](=[O:34])[C:31](=[O:32])[C:28]=2[O:27][CH3:26])[CH:11]=[CH:12][CH:13]=1. The product is FC=1C=C(CNC(C=2C=C(C=CC2)NC=2C(C(C2OC)=O)=O)C2=CC=C(C=C2)OC)C=CC1 (3-{3-[(3-Fluorobenzyl amino)-(4-methoxyphenyl)methyl]phenylamino}-4-methoxy-3-cyclobutene-1,2-dione).